Dataset: the Open Reaction Database (ORD), a public repository of structured organic reaction records. Task: describe an organic reaction: reactants, conditions, products, and yield Reactants: Cl.Cl.CC1(CNC1)N1CCCC1 (1-(3-methyl-3-azetidinyl)pyrrolidine dihydrochloride), CCN(C(C)C)C(C)C (DIPEA), CC(C)(C)OC(=O)N(N(C(=O)OC(C)(C)C)C1=NC(=NC(=C1F)Cl)Cl)C(=O)OC(C)(C)C (tris(1,1-dimethylethyl)2-(2,6-dichloro-5-fluoro-4-pyrimidinyl)-1,1,2-hydrazinetricarboxylate). Solvent: CN(C)C=O (DMF). Reaction conditions: time 8 hour. Product: CC(C)(C)OC(=O)N(N(C(=O)OC(C)(C)C)C1=NC(=NC(=C1F)N1CC(C1)(N1CCCC1)C)Cl)C(=O)OC(C)(C)C (tris(1,1-dimethylethyl)2-{2-chloro-5-fluoro-6-[3-methyl-3-(1-pyrrolidinyl)-1-azetidinyl]-4-pyrimidinyl}-1,1,2-hydrazinetricarboxylate). The yield is 76.4%. As a reaction SMILES: Cl.Cl.[CH3:3][C:4]1([N:8]2[CH2:12][CH2:11][CH2:10][CH2:9]2)[CH2:7][NH:6][CH2:5]1.CCN(C(C)C)C(C)C.[CH3:22][C:23]([O:26][C:27]([N:29]([C:47]([O:49][C:50]([CH3:53])([CH3:52])[CH3:51])=[O:48])[N:30]([C:38]1[C:43]([F:44])=[C:42](Cl)[N:41]=[C:40]([Cl:46])[N:39]=1)[C:31]([O:33][C:34]([CH3:37])([CH3:36])[CH3:35])=[O:32])=[O:28])([CH3:25])[CH3:24]>CN(C=O)C>[CH3:25][C:23]([O:26][C:27]([N:29]([C:47]([O:49][C:50]([CH3:53])([CH3:52])[CH3:51])=[O:48])[N:30]([C:38]1[C:43]([F:44])=[C:42]([N:6]2[CH2:7][C:4]([CH3:3])([N:8]3[CH2:12][CH2:11][CH2:10][CH2:9]3)[CH2:5]2)[N:41]=[C:40]([Cl:46])[N:39]=1)[C:31]([O:33][C:34]([CH3:35])([CH3:36])[CH3:37])=[O:32])=[O:28])([CH3:22])[CH3:24] |f:0.1.2|. Procedure: To a stirred solution of 1-(3-methyl-3-azetidinyl)pyrrolidine dihydrochloride (0.128 g, 86% pure, 0.52 mmol) in DMF (8 mL) at 0° C. was added DIPEA (0.34 mL, 1.94 mmol) followed immediately by tris(1,1-dimethylethyl)2-(2,6-dichloro-5-fluoro-4-pyrimidinyl)-1,1,2-hydrazinetricarboxylate (0.24, 0.49 mmol). The reaction was warmed up to rt and stirred overnight. The mixture was purified by RP-HPLC to provide tris(1,1-dimethylethyl)2-{2-chloro-5-fluoro-6-[3-methyl-3-(1-pyrrolidinyl)-1-azetidinyl]-4-p... The reactants are C(C)(C)(C)OC(NC1=C(C=C(C=C1)F)N)=O ((2-amino-4-fluoro-phenyl)-carbamic acid tert-butyl ester), C(C)(C)(C)OC(CC(=O)C1=CC(=CC=C1)C1=CC(=NC=C1)C)=O (3-[3-(2-methyl-pyridin-4-yl)-phenyl]-3-oxo-propionic acid tert-butyl ester). The product is C(C)(C)(C)OC(NC1=C(C=C(C=C1)F)NC(CC(=O)C1=CC(=CC=C1)C1=CC(=NC=C1)C)=O)=O ((4-Fluoro-2-{3-[3-(2-methyl-pyridin-4-yl)-phenyl]-3-oxo-propionylamino}-phenyl)-carbamic acid tert-butyl ester). Yield: 84.1%. RXN SMILES: [C:1]([O:5][C:6](=[O:16])[NH:7][C:8]1[CH:13]=[CH:12][C:11]([F:14])=[CH:10][C:9]=1[NH2:15])([CH3:4])([CH3:3])[CH3:2].C([O:21][C:22](=O)[CH2:23][C:24]([C:26]1[CH:31]=[CH:30][CH:29]=[C:28]([C:32]2[CH:37]=[CH:36][N:35]=[C:34]([CH3:38])[CH:33]=2)[CH:27]=1)=[O:25])(C)(C)C>>[C:1]([O:5][C:6](=[O:16])[NH:7][C:8]1[CH:13]=[CH:12][C:11]([F:14])=[CH:10][C:9]=1[NH:15][C:22](=[O:21])[CH2:23][C:24]([C:26]1[CH:31]=[CH:30][CH:29]=[C:28]([C:32]2[CH:37]=[CH:36][N:35]=[C:34]([CH3:38])[CH:33]=2)[CH:27]=1)=[O:25])([CH3:4])([CH3:2])[CH3:3]. Procedure: The compound was prepared from (2-amino-4-fluoro-phenyl)-carbamic acid tert-butyl ester (Example J2) (226 mg, 1.0 mmol) and 3-[3-(2-methyl-pyridin-4-yl)-phenyl]-3-oxo-propionic acid tert-butyl ester (Example K12) (311 mg, 1.0 mmol) according to the general procedure M. Obtained as an off-white foam (390 mg, 84%). Reactants: C1CCOC1, Cc1ccc(S(=O)(=O)Cl)cc1, CC(C)C(=O)Nc1cccc(C2CCN(CCCN)CC2)c1, O. The product is Cc1ccc(S(=O)(=O)NCCCN2CCC(c3cccc(NC(=O)C(C)C)c3)CC2)cc1. Reaction SMILES: [CH2:34]1[O:35][CH2:36][CH2:37][CH2:38]1.[CH3:1][c:2]1[cH:3][cH:4][c:5]([S:8](=[O:9])(=[O:10])[Cl:11])[cH:6][cH:7]1.[NH2:12][CH2:13][CH2:14][CH2:15][N:16]1[CH2:17][CH2:18][CH:19]([c:22]2[cH:23][c:24]([NH:28][C:29]([CH:30]([CH3:31])[CH3:32])=[O:33])[cH:25][cH:26][cH:27]2)[CH2:20][CH2:21]1.[OH2:39]>>[CH3:1][c:2]1[cH:3][cH:4][c:5]([S:8](=[O:9])(=[O:10])[NH:12][CH2:13][CH2:14][CH2:15][N:16]2[CH2:17][CH2:18][CH:19]([c:22]3[cH:23][c:24]([NH:28][C:29]([CH:30]([CH3:31])[CH3:32])=[O:33])[cH:25][cH:26][cH:27]3)[CH2:20][CH2:21]2)[cH:6][cH:7]1. The reactants are COC(CC1=CC(=CC=C1)OCCCN(CC(C1=CC=CC=C1)C1=CC=CC=C1)CC1=C(C(=CC=C1)C(F)(F)F)Cl)=O ((3-{3-[(2-chloro-3-trifluoromethyl-benzyl)-diphenylethyl-amino]-propoxy}-phenyl)-acetic acid methyl ester), CC(C)C[AlH]CC(C)C (DIBAL-H). Run in C1(=CC=CC=C1)C (toluene). Reaction conditions: temperature -40 celsius, time 3 hour. Product: ClC1=C(CN(CCCOC=2C=C(C=CC2)CC=O)CC(C2=CC=CC=C2)C2=CC=CC=C2)C=CC=C1C(F)(F)F ((3-{3-[(2-chloro-3-trifluoromethyl-benzyl)-diphenylethyl-amino]-propoxy}-phenyl)-acetaldehyde). As a reaction SMILES: C[O:2][C:3](=O)[CH2:4][C:5]1[CH:10]=[CH:9][CH:8]=[C:7]([O:11][CH2:12][CH2:13][CH2:14][N:15]([CH2:30][C:31]2[CH:36]=[CH:35][CH:34]=[C:33]([C:37]([F:40])([F:39])[F:38])[C:32]=2[Cl:41])[CH2:16][CH:17]([C:24]2[CH:29]=[CH:28][CH:27]=[CH:26][CH:25]=2)[C:18]2[CH:23]=[CH:22][CH:21]=[CH:20][CH:19]=2)[CH:6]=1.CC(C[AlH]CC(C)C)C>C1(C)C=CC=CC=1>[Cl:41][C:32]1[C:33]([C:37]([F:38])([F:39])[F:40])=[CH:34][CH:35]=[CH:36][C:31]=1[CH2:30][N:15]([CH2:16][CH:17]([C:24]1[CH:25]=[CH:26][CH:27]=[CH:28][CH:29]=1)[C:18]1[CH:23]=[CH:22][CH:21]=[CH:20][CH:19]=1)[CH2:14][CH2:13][CH2:12][O:11][C:7]1[CH:6]=[C:5]([CH2:4][CH:3]=[O:2])[CH:10]=[CH:9][CH:8]=1. Reported procedure: A solution of (3-{3-[(2-chloro-3-trifluoromethyl-benzyl)-diphenylethyl-amino]-propoxy}-phenyl)-acetic acid methyl ester (350 mg, 1.68 mmole) in anhydrous toluene (20 ml) was cooled down to −40° C. in a dry ice/acetonitrile bath. DIBAL-H (1.25 ml, 1.5M solution in toluene, Aldrich) was added in a dropwise fashion. The resulting mixture was stirred at −40° C. for 3 hours and then quenched with 0.01N HCl (aq.). The crude material was concentrated in vacuo and then extracted with EtOAc (3×). The com...